From a dataset of the Open Reaction Database (ORD), a public repository of structured organic reaction records. describe an organic reaction: reactants, conditions, products, and yield Starting materials: ClC=C(C(C#C)(C)C)OC1=CC=CC=C1 (1-chloro-3,3-dimethyl-2-phenoxy-pent-1-en-4-ine). The solvent is C(C)O (ethanol), Cl (hydrochloric acid), O (water). The product is ClCC(C(C#C)(C)C)=O (1-chloro-3,3-dimethyl-pent-4-in-2-one). Yield: 82.9%. Reaction SMILES: [Cl:1][CH:2]=[C:3]([O:9]C1C=CC=CC=1)[C:4]([CH3:8])([CH3:7])[C:5]#[CH:6]>C(O)C.Cl.O>[Cl:1][CH2:2][C:3](=[O:9])[C:4]([CH3:8])([CH3:7])[C:5]#[CH:6]. Reported procedure: 275 g (1.25 moles) of 1-chloro-3,3-dimethyl-2-phenoxy-pent-1-en-4-ine in 1.25 liters of ethanol and 620 ml of concentrated hydrochloric acid are heated for 5 hours under reflux. The mixture is diluted with water and repeatedly extracted with n-hexane. After drying the extracts and stripping off the solvent, 176 g of crude product remain. Distillation gives 149.9 g (that is to say 83% of theory) of 1-chloro-3,3-dimethyl-pent-4-in-2-one of boiling point 67°-70° C./20 mm Hg. Reactants: O1[C@@H](CCC1)C(=O)O ((2S)-Tetrahydrofuran-2-carboxylic acid), CO (methanol), S(O)(O)(=O)=O (sulfuric acid). Reaction conditions: time 11 hour. The product is O1[C@@H](CCC1)C(=O)OC (methyl (2S)-tetrahydrofuran-2-carboxylate). Yield: 85.6%. Reaction SMILES: [O:1]1[CH2:5][CH2:4][CH2:3][C@H:2]1[C:6]([OH:8])=[O:7].S(=O)(=O)(O)O.[CH3:14]O>>[O:1]1[CH2:5][CH2:4][CH2:3][C@H:2]1[C:6]([O:8][CH3:14])=[O:7]. Reported procedure: (2S)-Tetrahydrofuran-2-carboxylic acid (806.2 g) was dissolved in methanol (1779.6 g), and concentrated sulfuric acid (32 mL) was added dropwise at 22° C.-35° C. The reaction solution was heated to 72° C.-75° C., and stirred for 11 hr. The reaction mixture was cooled to room temperature, and partitioned by adding water (5 L) and dichloromethane (5 L). The organic layer was washed with saturated aqueous sodium hydrogen carbonate and saturated brine, and dried over sodium sulfate. After evaporatio... The reactants are ClC1=C(C=CC(=C1)Cl)C(CN1N=CN=C1)=O (2',4'-dichloro-2-(1H-1,2,4-triazol-1-yl)acetophenone), CI (methyl iodide), [H-].[Na+] (sodium hydride). Solvent: O1CCCC1 (tetrahydrofuran). Product: Cl.ClC1=C(C=CC(=C1)Cl)C(C(C)N1N=CN=C1)=O (2', 4'-Dichloro-2-(1H-1,2,4-triazol-1-yl)propiophenone hydrochloride). RXN SMILES: [Cl:1][C:2]1[CH:7]=[C:6]([Cl:8])[CH:5]=[CH:4][C:3]=1[C:9](=[O:16])[CH2:10][N:11]1[CH:15]=[N:14][CH:13]=[N:12]1.[CH3:17]I.[H-].[Na+]>O1CCCC1>[ClH:1].[Cl:1][C:2]1[CH:7]=[C:6]([Cl:8])[CH:5]=[CH:4][C:3]=1[C:9](=[O:16])[CH:10]([N:11]1[CH:15]=[N:14][CH:13]=[N:12]1)[CH3:17] |f:2.3,5.6|. Procedure: Alkylation of 2',4'-dichloro-2-(1H-1,2,4-triazol-1-yl)acetophenone (8.64 g) with methyl iodide (5.27 g) in the presence of sodium hydride (as a 50% dispersion in oil, total weight of dispersion 1.78 g) in tetrahydrofuran (150 ml) at 0° over 2 hours, yielded the title compound which was isolated as a hydrochloride salt, m.p. 125°-129°, 3.17 g (yield 34.8%). Starting materials: CC(=O)O, NC1CCC(C(c2ccccc2)c2ccccc2)OC1, Fc1ccc(CNC2CCOC(C(c3ccccc3)c3ccccc3)C2)cc1, O=Cc1ccc(Cl)c(Cl)c1, ClCCCl. Product: Clc1ccc(CNC2CCC(C(c3ccccc3)c3ccccc3)OC2)cc1Cl. Reaction SMILES: [CH3:31][C:32](=[O:33])[OH:34].[CH:1]([c:2]1[cH:3][cH:4][cH:5][cH:6][cH:7]1)([c:8]1[cH:9][cH:10][cH:11][cH:12][cH:13]1)[CH:14]1[CH2:15][CH2:16][CH:17]([NH2:20])[CH2:18][O:19]1.[CH:39]([CH:40]1[CH2:41][CH:42]([NH:43][CH2:44][c:45]2[cH:46][cH:47][c:48]([F:49])[cH:50][cH:51]2)[CH2:52][CH2:53][O:54]1)([c:55]1[cH:56][cH:57][cH:58][cH:59][cH:60]1)[c:61]1[cH:62][cH:63][cH:64][cH:65][cH:66]1.[Cl:21][c:22]1[cH:23][c:24]([CH:25]=[O:26])[cH:27][cH:28][c:29]1[Cl:30].[Cl:35][CH2:36][CH2:37][Cl:38]>>[CH:1]([c:2]1[cH:3][cH:4][cH:5][cH:6][cH:7]1)([c:8]1[cH:9][cH:10][cH:11][cH:12][cH:13]1)[CH:14]1[CH2:15][CH2:16][CH:17]([NH:20][CH2:25][c:24]2[cH:23][c:22]([Cl:21])[c:29]([Cl:30])[cH:28][cH:27]2)[CH2:18][O:19]1. Reactants: C(C)(=O)OCC1=C(C2=C(SC=C2)C=C1F)F (5-acetoxymethyl-4,6-difluorobenzo[b]thiophene), [OH-].[K+] (potassium hydroxide), O (water), C(C)(=O)OCC (ethyl acetate). Solvent: CO (methanol). Conditions: time 30 minute. Product: OCC1=C(C2=C(SC=C2)C=C1F)F (5-hydroxymethyl-4,6-difluorobenzo[b]thiophene). Reaction SMILES: C([O:4][CH2:5][C:6]1[C:14]([F:15])=[CH:13][C:9]2[S:10][CH:11]=[CH:12][C:8]=2[C:7]=1[F:16])(=O)C.[OH-].[K+].O.C(OCC)(=O)C>CO>[OH:4][CH2:5][C:6]1[C:14]([F:15])=[CH:13][C:9]2[S:10][CH:11]=[CH:12][C:8]=2[C:7]=1[F:16] |f:1.2|. Procedure: To a solution of 0.14 g of 5-acetoxymethyl-4,6-difluorobenzo[b]thiophene in 5 ml of methanol is added 0.03 g of potassium hydroxide at room temperature, and thereafter, the resulting mixture is stirred at the same temperature for 30 minutes. After the reaction, 10 ml of water and 10 ml of ethyl acetate are added to the thus stirred reaction mixture. The resulting organic layer is separated, washed successively with water and a saturated saline solution, and then dried over anhydrous magnesium su... The yield is 62.0%. Reaction conditions: time 40 minute. Reported procedure: Intermediates J1 and J2 were prepared essentially according to the procedure described in US Patent Publication No.: US 2006/0041131 A1. Sodium metal (6.64 g, 289 mmol) was added to EtOH (450 mL) and stirred for 40 min until all was dissolved. Next, ethyl acrylate (24.12 ml, 159 mmol) and 3-aminopyrazole (12.00 g, 144 mmol) were added, and the reaction mixture was heated to reflux for 3 h. The reaction mixture was cooled to room temperature, filtered, and the collected solids rinsed with excess ... The product is N1=CC=C2N1C(=CC(=N2)O)O (Pyrazolo[1,5-a]pyrimidine-5,7-diol). RXN SMILES: [Na].[C:2]([O:6]CC)(=O)[CH:3]=[CH2:4].[NH2:9][C:10]1[CH:14]=[CH:13][NH:12][N:11]=1.CC[OH:17]>>[N:12]1[N:11]2[C:4]([OH:17])=[CH:3][C:2]([OH:6])=[N:9][C:10]2=[CH:14][CH:13]=1 |^1:0|. Starting materials: 2006/0041131 A1, [Na] (Sodium), CCO (EtOH), C(C=C)(=O)OCC (ethyl acrylate), NC1=NNC=C1 (3-aminopyrazole). The reactants are C, Cc1cc(O)ccc1-n1cc(C(=O)O)c(=O)cc1C1CCC(NC(=O)OCc2ccccc2)CC1, C1COCCO1, O, [Pd]. Yields the product Cc1cc(O)ccc1-n1cc(C(=O)O)c(=O)cc1C1CCC(N)CC1. As a reaction SMILES: [C:43].[CH2:1]([O:2][C:3](=[O:4])[NH:11][CH:12]1[CH2:13][CH2:14][CH:15]([c:18]2[n:19](-[c:28]3[c:29]([CH3:35])[cH:30][c:31]([OH:34])[cH:32][cH:33]3)[cH:20][c:21]([C:22](=[O:23])[OH:24])[c:25](=[O:27])[cH:26]2)[CH2:16][CH2:17]1)[c:5]1[cH:6][cH:7][cH:8][cH:9][cH:10]1.[O:36]1[CH2:37][CH2:38][O:39][CH2:40][CH2:41]1.[OH2:42].[Pd:44]>>[NH2:11][CH:12]1[CH2:13][CH2:14][CH:15]([c:18]2[n:19](-[c:28]3[c:29]([CH3:35])[cH:30][c:31]([OH:34])[cH:32][cH:33]3)[cH:20][c:21]([C:22](=[O:23])[OH:24])[c:25](=[O:27])[cH:26]2)[CH2:16][CH2:17]1.